Dataset: the Open Reaction Database (ORD), a public repository of structured organic reaction records. Task: describe an organic reaction: reactants, conditions, products, and yield As a reaction SMILES: [N+:1]([C:4]1[CH:44]=[CH:43][C:7]([CH2:8][O:9][C:10](=[O:42])[CH:11]([N:15]2[CH:18]([S:19][S:20]([C:23]3[CH:28]=[CH:27][C:26]([CH3:29])=[CH:25][CH:24]=3)(=[O:22])=[O:21])[CH:17]([NH:30][C:31](=[O:40])[CH2:32][O:33][C:34]3[CH:39]=[CH:38][CH:37]=[CH:36][CH:35]=3)[C:16]2=[O:41])[C:12](=[CH2:14])C)=[CH:6][CH:5]=1)([O-:3])=[O:2].S(=O)(O)[O-:46].[Na+].[I-].[K+]>C(OC)(=O)C.O.C(OCC)(=O)C>[N+:1]([C:4]1[CH:44]=[CH:43][C:7]([CH2:8][O:9][C:10](=[O:42])/[C:11](/[N:15]2[CH:18]([S:19][S:20]([C:23]3[CH:24]=[CH:25][C:26]([CH3:29])=[CH:27][CH:28]=3)(=[O:21])=[O:22])[CH:17]([NH:30][C:31](=[O:40])[CH2:32][O:33][C:34]3[CH:35]=[CH:36][CH:37]=[CH:38][CH:39]=3)[C:16]2=[O:41])=[C:12](\[OH:46])/[CH3:14])=[CH:6][CH:5]=1)([O-:3])=[O:2] |f:1.2,3.4|. Solvent: O (water), C(C)(=O)OCC (ethyl acetate), C(C)(=O)OC (methyl acetate). Yields the product [N+](=O)([O-])C1=CC=C(COC(\C(=C(\C)/O)\N2C(C(C2SS(=O)(=O)C2=CC=C(C=C2)C)NC(COC2=CC=CC=C2)=O)=O)=O)C=C1 (2-[4-(p-toluenesulphonylthio)-3-phenoxyacetamido-2-oxoazetidin-1-yl]-3-hydroxy-crotonic acid p-nitrobenzyl ester). Procedure: (di) The crude 2-[4-(p-toluenesulphonylthio)-3-phenoxyacetamido-2-oxoazetidin-1-yl]-3-methylene-butyric acid p-nitrobenzyl ester obtained according to Example 1.cvii) is dissolved in 20 ml of methyl acetate and ozonised at -70° C. until starting material is no longer present, according to a thin layer chromatogram. A stream of nitrogen is then passed through the solution and the latter is warmed to 0°-5° C. A solution of 300 mg of sodium bisulphite in 5 ml of water is added and the mixture is st... Starting materials: S([O-])(O)=O.[Na+] (sodium bisulphite), [N+](=O)([O-])C1=CC=C(COC(C(C(C)=C)N2C(C(C2SS(=O)(=O)C2=CC=C(C=C2)C)NC(COC2=CC=CC=C2)=O)=O)=O)C=C1 (2-[4-(p-toluenesulphonylthio)-3-phenoxyacetamido-2-oxoazetidin-1-yl]-3-methylene-butyric acid p-nitrobenzyl ester), [I-].[K+] (potassium iodide), ozonide. Reactants: BrC1=CC=C(C=C1)I (1-bromo-4-iodobenzene), N1CCOCC1 (morpholine), CC(C)([O-])C.[Na+] (sodium tert-butoxide), C1COCCOCCOCCOCCOCCO1 (18-crown-6), C=1C=CC(=CC1)P(C=2C=CC=CC2)C3=CC=C4C=CC=CC4=C3C5=C6C=CC=CC6=CC=C5P(C=7C=CC=CC7)C=8C=CC=CC8 (BINAP). Reagents/catalysts: C=1C=CC(=CC1)/C=C/C(=O)/C=C/C2=CC=CC=C2.C=1C=CC(=CC1)/C=C/C(=O)/C=C/C2=CC=CC=C2.C=1C=CC(=CC1)/C=C/C(=O)/C=C/C2=CC=CC=C2.[Pd].[Pd] (Pd2(dba)3). Solvent: C1CCOC1 (THF), hexanes, CCOC(=O)C (EtOAc). Run at time 8 hour. Yields the product BrC1=CC=C(C=C1)N1CCOCC1 (4-(4-bromophenyl)morpholine). The yield is 5.7%. As a reaction SMILES: [Br:1][C:2]1[CH:7]=[CH:6][C:5](I)=[CH:4][CH:3]=1.[NH:9]1[CH2:14][CH2:13][O:12][CH2:11][CH2:10]1.CC(C)([O-])C.[Na+].C1OCCOCCOCCOCCOCCOC1.C1C=CC(P(C2C(C3C(P(C4C=CC=CC=4)C4C=CC=CC=4)=CC=C4C=3C=CC=C4)=C3C(C=CC=C3)=CC=2)C2C=CC=CC=2)=CC=1>C1COCC1.C1C=CC(/C=C/C(/C=C/C2C=CC=CC=2)=O)=CC=1.C1C=CC(/C=C/C(/C=C/C2C=CC=CC=2)=O)=CC=1.C1C=CC(/C=C/C(/C=C/C2C=CC=CC=2)=O)=CC=1.[Pd].[Pd].CCOC(C)=O>[Br:1][C:2]1[CH:7]=[CH:6][C:5]([N:9]2[CH2:14][CH2:13][O:12][CH2:11][CH2:10]2)=[CH:4][CH:3]=1 |f:2.3,7.8.9.10.11|. Procedure details: A solution of 1-bromo-4-iodobenzene (5.0 g, 18 mmol), morpholine (1.85 mL, 21 mmol), sodium tert-butoxide (2.4 g, 25 mmol), 18-crown-6 (6.6 g, 25 mmol) in THF (150 mL) was purged with Ar for 20 min, then BINAP (0.11 g, 0.18 mmol) and Pd2(dba)3 (0.16 g, 0.18 mmol) was added. The mixture turned dark after stirring at room temperature overnight. The solvent was concentrated under reduced pressure and the residue was dissolved in diethyl ether and washed with water. The organic phase was mixed with ... Starting materials: N#N (N2), NCC(=O)O (glycine), ClC1=CC2=C(N(C(OC2=O)=O)C)C=C1 (6-Chloro-1-methyl-1H-benzo[d][1,3]oxazine-2,4-dione). Solvent: CC(=O)O (AcOH). Conditions: temperature 130 celsius, time 20 minute. Product: ClC1=CC2=C(N(C(CNC2=O)=O)C)C=C1 (7-Chloro-1-methyl-3,4-dihydro-1H-benzo[e][1,4]diazepine-2,5-dione). Yield: 44.0%. RXN SMILES: N#N.[NH2:3][CH2:4][C:5]([OH:7])=O.[Cl:8][C:9]1[CH:21]=[CH:20][C:12]2[N:13](C)[C:14](=O)[O:15][C:16](=O)[C:11]=2[CH:10]=1>CC(O)=O>[Cl:8][C:9]1[CH:21]=[CH:20][C:12]2[N:13]([CH3:14])[C:5](=[O:7])[CH2:4][NH:3][C:16](=[O:15])[C:11]=2[CH:10]=1. Reported procedure: In a 2 L RBF equipped with mechanical stir, condenser and N2 inlet, glycine (38 g, 0.506 mol) was added to crude B1 (107 g, 0.506 mol) followed by the addition of AcOH (500 mL). Reaction flask was heated in a 130° C. oil bath for 7 h. Solvent was evaporated under suction with heating (50-60° C.). To the thick syrupy crude product was added 1 L of EtOAc followed by the slow addition of aqueous NaHCO3 (saturated) to adjust the pH to −7. Then 10 mL of 2 M NaOH was added to adjust the pH to ˜9-10. T... Reactants: Cl (Hydrogen chloride), ClC1=NC=C(C(=N1)N[C@H]1[C@@H](CCCC1)NC(C)=O)Cl (N-[(1R,2R)-2-(2,5-Dichloro-pyrimidin-4-ylamino)-cyclohexyl]-acetamide), C([O-])([O-])=O (carbonate), C(C)N1CCC2=C(CC1)C=C(C=C2)N (3-Ethyl-2,3,4,5-tetrahydro-1H-benzo[d]azepin-7-ylamine), COCCO (2-Methoxyethanol). The solvent is O1CCOCC1 (1,4-Dioxane). Conditions: temperature 120 celsius, time 4.5 hour. Yields the product ClC=1C(=NC(=NC1)NC1=CC2=C(CCN(CC2)CC)C=C1)N[C@H]1[C@@H](CCCC1)NC(C)=O (N-{(1R,2R)-2-[5-Chloro-2-(3-ethyl-2,3,4,5-tetrahydro-1H-benzo[d]azepin-7-ylamino)-pyrimidin-4-ylamino]-cyclohexyl}-acetamide). Yield: 68.7%. Reaction SMILES: Cl[C:2]1[N:7]=[C:6]([NH:8][C@@H:9]2[CH2:14][CH2:13][CH2:12][CH2:11][C@H:10]2[NH:15][C:16](=[O:18])[CH3:17])[C:5]([Cl:19])=[CH:4][N:3]=1.[CH2:20]([N:22]1[CH2:28][CH2:27][C:26]2[CH:29]=[C:30]([NH2:33])[CH:31]=[CH:32][C:25]=2[CH2:24][CH2:23]1)[CH3:21].COCCO.Cl.C(=O)([O-])[O-]>O1CCOCC1>[Cl:19][C:5]1[C:6]([NH:8][C@@H:9]2[CH2:14][CH2:13][CH2:12][CH2:11][C@H:10]2[NH:15][C:16](=[O:18])[CH3:17])=[N:7][C:2]([NH:33][C:30]2[CH:31]=[CH:32][C:25]3[CH2:24][CH2:23][N:22]([CH2:20][CH3:21])[CH2:28][CH2:27][C:26]=3[CH:29]=2)=[N:3][CH:4]=1. Procedure: N-[(1R,2R)-2-(2,5-Dichloro-pyrimidin-4-ylamino)-cyclohexyl]-acetamide (170.0 mg, 0.5607 mmol) was added into a Vial, followed by a solution of 3-Ethyl-2,3,4,5-tetrahydro-1H-benzo[d]azepin-7-ylamine (103.0 mg, 0.5413 mmol) in 2-Methoxyethanol (7 mL, 90 mmol). 4 M of Hydrogen chloride in 1,4-Dioxane (0.20 mL) was added and the reaction was heated at 120° C. After 4.5 h, the reaction was cooled to room temperature, Macroporous carbonate resin (3.16 mmol/g loading; 530 mg, 1.68 mmol) was added and s... The reactants are C(=O)(O)C=1NNC(C1)=O (3-carboxy-1H-pyrazol-5-one), C(CC(=O)C(=O)OCC)(=O)OCC (diethyl oxalacetate), NN (hydrazine). Product: C(=O)(OCC)C=1N=NC(C1)=O (3-(carboethoxy)-pyrazol-5-one). Reaction SMILES: [C:1]([C:4]1[NH:5][NH:6][C:7](=[O:9])[CH:8]=1)([OH:3])=[O:2].[C:10](OCC)(=O)[CH2:11]C(C(OCC)=O)=O.NN>>[C:1]([C:4]1[N:5]=[N:6][C:7](=[O:9])[CH:8]=1)([O:3][CH2:10][CH3:11])=[O:2]. Procedure details: 3-carboxy-1H-pyrazol-5-one, for example, can thus be prepared by reacting diethyl oxalacetate with hydrazine to yield 3-(carboethoxy)-pyrazol-5-one, followed by refluxing in aqueous HCl solution to hydrolyze the ethyl ester. Reported procedure: A solution of (S)-benzyl 4-(3-(2,5-difluoro-4-(methylsulfonyl)phenylamino)-2-oxopyrrolidin-1-yl)piperidine-1-carboxylate (2.6 g, 5.1 mmol) in ethanol (20 mL) was hydrogenated using a double balloon of hydrogen with 10% Degussa type Pd/C (650 mg) for 18 hours. The mixture was filtered through celite and the solids were washed with MeOH (200 mL) The combined organic layers were concentrated in vacuo to yield (S)-3-(2,5-difluoro-4-(methylsulfonyl)phenylamino)-1-(piperidin-4-yl)pyrrolidin-2-one (2.0... The reactants are FC1=C(C=C(C(=C1)S(=O)(=O)C)F)N[C@@H]1C(N(CC1)C1CCN(CC1)C(=O)OCC1=CC=CC=C1)=O ((S)-benzyl 4-(3-(2,5-difluoro-4-(methylsulfonyl)phenylamino)-2-oxopyrrolidin-1-yl)piperidine-1-carboxylate), [H][H] (hydrogen). The yield is 105.9%. Yields the product FC1=C(C=C(C(=C1)S(=O)(=O)C)F)N[C@@H]1C(N(CC1)C1CCNCC1)=O ((S)-3-(2,5-difluoro-4-(methylsulfonyl)phenylamino)-1-(piperidin-4-yl)pyrrolidin-2-one). Run in C(C)O (ethanol). The reagents and catalysts are [Pd] (Pd/C). As a reaction SMILES: [F:1][C:2]1[CH:7]=[C:6]([S:8]([CH3:11])(=[O:10])=[O:9])[C:5]([F:12])=[CH:4][C:3]=1[NH:13][C@H:14]1[CH2:18][CH2:17][N:16]([CH:19]2[CH2:24][CH2:23][N:22](C(OCC3C=CC=CC=3)=O)[CH2:21][CH2:20]2)[C:15]1=[O:35].[H][H]>C(O)C.[Pd]>[F:1][C:2]1[CH:7]=[C:6]([S:8]([CH3:11])(=[O:10])=[O:9])[C:5]([F:12])=[CH:4][C:3]=1[NH:13][C@H:14]1[CH2:18][CH2:17][N:16]([CH:19]2[CH2:24][CH2:23][NH:22][CH2:21][CH2:20]2)[C:15]1=[O:35]. Reactants: CCCCOC(=O)C1CN(c2ccc3c(c2)sc(=O)n3C)C(=O)O1, CO, N, C1CCOC1. Yields the product Cn1c(=O)sc2cc(N3CC(C(N)=O)OC3=O)ccc21. RXN SMILES: [CH2:1]([CH2:3][CH2:4][CH3:7])[O:5][C:6](=[O:2])[CH:8]1[CH2:9][N:10]([c:14]2[cH:15][c:16]3[c:17]([n:18]([CH3:22])[c:19](=[O:21])[s:20]3)[cH:23][cH:24]2)[C:11](=[O:13])[O:12]1.[CH3:26][OH:27].[NH3:25].[O:28]1[CH2:29][CH2:30][CH2:31][CH2:32]1>>[O:5]=[C:6]([CH:8]1[CH2:9][N:10]([c:14]2[cH:15][c:16]3[c:17]([n:18]([CH3:22])[c:19](=[O:21])[s:20]3)[cH:23][cH:24]2)[C:11](=[O:13])[O:12]1)[NH2:25]. Reactants: CN1C(=NC(=C(C1=O)C)O)SC (3,5-dimethyl-6-hydroxy-2-methylthio-4(3H)-pyrimidinone), C(C)(C)(C)C1=CC=C(CCl)C=C1 (4-t-butylbenzyl chloride), O (water), [H-].[Na+] (sodium hydride). Run in CN(P(N(C)C)(N(C)C)=O)C (hexamethyl phosphoric triamide). Run at time 15 hour. Product: C(C)(C)(C)C1=CC=C(COC2=C(C(N(C(=N2)SC)C)=O)C)C=C1 (6-(4'-t-butylbenzyloxy)-3,5-dimethyl-2-methylthio-4(3H)-pyrimidinone). Isolated yield 44.8%. RXN SMILES: [CH3:1][N:2]1[C:7](=[O:8])[C:6]([CH3:9])=[C:5]([OH:10])[N:4]=[C:3]1[S:11][CH3:12].[C:13]([C:17]1[CH:24]=[CH:23][C:20]([CH2:21]Cl)=[CH:19][CH:18]=1)([CH3:16])([CH3:15])[CH3:14].[H-].[Na+].O>CN(C)P(=O)(N(C)C)N(C)C>[C:13]([C:17]1[CH:18]=[CH:19][C:20]([CH2:21][O:10][C:5]2[N:4]=[C:3]([S:11][CH3:12])[N:2]([CH3:1])[C:7](=[O:8])[C:6]=2[CH3:9])=[CH:23][CH:24]=1)([CH3:16])([CH3:14])[CH3:15] |f:2.3|. Reported procedure: In 10 ml of hexamethyl phosphoric triamide were dissolved 1 g of 3,5-dimethyl-6-hydroxy-2-methylthio-4(3H)-pyrimidinone and 1 g of 4-t-butylbenzyl chloride, and thereto was added 0.3 g of sodium hydride (55% in mineral oil). The mixture was stirred for 15 hours at room temperature. The resulting solution was poured into 50 ml of water and then extracted twice with 30 ml of ethyl ether. The ethyl ether layer was dried over anhydrous sodium sulfate and freed of solvent by distillation under reduce... Starting materials: N1=CC=C(C=C1)N1CCN(CC1)C1=CC=C(OCCCC(=O)O)C=C1 (4-[4-[4-(4-pyridyl)piperazin-1-yl]phenoxy]butyric acid), CO (methanol), Cl.N1=CC=CC=C1 (pyridine hydrochloride). The solvent is C(C)(=O)OCC (ethyl acetate). Product: Cl.N1=CC=C(C=C1)N1CCN(CC1)C1=CC=C(OCCCC(=O)O)C=C1 (4-[4-[4-(4-pyridyl)piperazin-1-yl]phenoxy]butyric acid, hydrochloride salt). Isolated yield 81.3%. Reaction SMILES: [N:1]1[CH:6]=[CH:5][C:4]([N:7]2[CH2:12][CH2:11][N:10]([C:13]3[CH:25]=[CH:24][C:16]([O:17][CH2:18][CH2:19][CH2:20][C:21]([OH:23])=[O:22])=[CH:15][CH:14]=3)[CH2:9][CH2:8]2)=[CH:3][CH:2]=1.CO.[ClH:28].N1C=CC=CC=1>C(OCC)(=O)C>[ClH:28].[N:1]1[CH:6]=[CH:5][C:4]([N:7]2[CH2:8][CH2:9][N:10]([C:13]3[CH:14]=[CH:15][C:16]([O:17][CH2:18][CH2:19][CH2:20][C:21]([OH:23])=[O:22])=[CH:24][CH:25]=3)[CH2:11][CH2:12]2)=[CH:3][CH:2]=1 |f:2.3,5.6|. Reported procedure: A mixture of the product from Example 26 (1.5 g) and methanol (80 ml) was heated to reflux with stirring, and solid pyridine hydrochloride (0.5 g) was added. Heating was stopped and ethyl acetate (10 ml) was added. The reaction mixture was evaporated until a slight turbidity was observed. On further cooling, a precipitate formed which was collected, washed with ethyl acetate and dried to give the title compound (1.33 g) as a beige solid: m.p.>240° C. (dec); NMR (d6 -DMSO) δ 1.90 (2H, m), 2.36 (2... Reactants: FC(OC1=CC=C(C=C1)S(=O)(=O)Cl)(F)F (4-trifluoromethoxy benzenesulfonylchloride), NC1=CC=C(C=C1)C(C)=O (4′-Amino acetophenone), N1=CC=CC=C1 (pyridine), sulfonamide, C(C)(=O)OCC (ethyl acetate). The solvent is C1CCOC1 (THF), hexanes. Conditions: time 2 hour. The product is C(C)(=O)C1=CC=C(C=C1)NS(=O)(=O)C1=CC=C(C=C1)OC(F)(F)F (N-(4-Acetyl-phenyl)-4-trifluoromethoxy-benzenesulfonamide). RXN SMILES: [NH2:1][C:2]1[CH:7]=[CH:6][C:5]([C:8](=[O:10])[CH3:9])=[CH:4][CH:3]=1.N1C=CC=CC=1.[F:17][C:18]([F:31])([F:30])[O:19][C:20]1[CH:25]=[CH:24][C:23]([S:26](Cl)(=[O:28])=[O:27])=[CH:22][CH:21]=1.C(OCC)(=O)C>C1COCC1>[C:8]([C:5]1[CH:6]=[CH:7][C:2]([NH:1][S:26]([C:23]2[CH:22]=[CH:21][C:20]([O:19][C:18]([F:17])([F:30])[F:31])=[CH:25][CH:24]=2)(=[O:28])=[O:27])=[CH:3][CH:4]=1)(=[O:10])[CH3:9]. Procedure: 4′-Amino acetophenone (0.375 g, 2.78 mmol) was dissolved in THF (5 ml) before pyridine (0.674 ml, 8.34 mmol) was added, leaving a yellow solution. 4-trifluoromethoxy benzenesulfonylchloride (0.871 g, 3.34 mmol) was then added dropwise with stirring. After strirring for 2 h, THF and pyridine were removed. The desired sulfonamide (0.848 g, 2.36 mmol, 85%) was recrystallized from ethyl acetate and hexanes. 1H-NMR: (400 MHz, CDCl3) 7.89 (m, 4H), 7.29 (d, 1H), 7.16 (d, 2H), 6.88 (s, 1H), 2.55 (s, 3H)...